This data is from the Open Reaction Database (ORD), a public repository of structured organic reaction records. The task is: describe an organic reaction: reactants, conditions, products, and yield Starting materials: ClC=1C=C(OCC(=O)OCC)C=CC1 (ethyl 3-chlorophenoxyacetate), C(CCC)[Li] (n-butyl lithium), CP(OC)(OC)=O (dimethyl methylphosphonate), C(C)(=O)O (acetic acid). Solvent: O1CCCC1 (tetrahydrofuran), CCCCCC (hexane), O1CCCC1 (tetrahydrofuran). Reaction conditions: temperature -60 celsius, time 90 minute. The product is ClC=1C=C(OCC(CP(OC)(OC)=O)=O)C=CC1 (dimethyl 3-(3-chlorophenoxy)-2-oxopropylphosphonate). Yield: 58.3%. As a reaction SMILES: C([Li])CCC.[CH3:6][P:7](=[O:12])([O:10][CH3:11])[O:8][CH3:9].[Cl:13][C:14]1[CH:15]=[C:16]([CH:24]=[CH:25][CH:26]=1)[O:17][CH2:18][C:19](OCC)=[O:20].C(O)(=O)C>CCCCCC.O1CCCC1>[Cl:13][C:14]1[CH:15]=[C:16]([CH:24]=[CH:25][CH:26]=1)[O:17][CH2:18][C:19](=[O:20])[CH2:6][P:7](=[O:12])([O:10][CH3:11])[O:8][CH3:9]. Reported procedure: A solution of n-butyl lithium (16.0 g) in hexane (160 ml) was added to a stirred solution of dimethyl methylphosphonate (26.9 g) in anhydrous tetrahydrofuran (150 ml) at -60° C. in an atmosphere of nitrogen during 20 minutes. The solution was maintained at -60° C. for a further period of 10 minutes and was then treated with a solution of ethyl 3-chlorophenoxyacetate (23.4 g) in anhydrous tetrahydrofuran (50 ml) at -60° C. during a further period of 10 minutes. This solution was stirred at -60° C... Starting materials: C(C)(C)(C)OC(NC1=C(C=CC(=C1)OCC(F)(F)F)N)=O ([2-amino-5-(2,2,2-trifluoro-ethoxy)-phenyl]-carbamic acid tert-butyl ester), C(C)(C)(C)OC(CC(=O)C1=CC(=CC=C1)C=1C=NC(=CC1)OC)=O (3-[3-(6-methoxy-pyridin-3-yl)-phenyl]-3-oxo-propionic acid tert-butyl ester). The product is C(C)(C)(C)OC(NC1=C(C=CC(=C1)OCC(F)(F)F)NC(CC(=O)C1=CC(=CC=C1)C=1C=NC(=CC1)OC)=O)=O ([2-{3-[3-(6-Methoxy-pyridin-3-yl)-phenyl]-3-oxo-propionylamino}-5-(2,2,2-trifluoro-ethoxy)-phenyl]-carbamic acid tert-butyl ester), foam. Yield: 66.0%. As a reaction SMILES: [C:1]([O:5][C:6](=[O:21])[NH:7][C:8]1[CH:13]=[C:12]([O:14][CH2:15][C:16]([F:19])([F:18])[F:17])[CH:11]=[CH:10][C:9]=1[NH2:20])([CH3:4])([CH3:3])[CH3:2].C([O:26][C:27](=O)[CH2:28][C:29]([C:31]1[CH:36]=[CH:35][CH:34]=[C:33]([C:37]2[CH:38]=[N:39][C:40]([O:43][CH3:44])=[CH:41][CH:42]=2)[CH:32]=1)=[O:30])(C)(C)C>>[C:1]([O:5][C:6](=[O:21])[NH:7][C:8]1[CH:13]=[C:12]([O:14][CH2:15][C:16]([F:19])([F:18])[F:17])[CH:11]=[CH:10][C:9]=1[NH:20][C:27](=[O:26])[CH2:28][C:29]([C:31]1[CH:36]=[CH:35][CH:34]=[C:33]([C:37]2[CH:38]=[N:39][C:40]([O:43][CH3:44])=[CH:41][CH:42]=2)[CH:32]=1)=[O:30])([CH3:4])([CH3:2])[CH3:3]. Procedure: The title compound was prepared from [2-amino-5-(2,2,2-trifluoro-ethoxy)-phenyl]-carbamic acid tert-butyl ester (Example J13) (240 mg, 0.78 mmol) and 3-[3-(6-methoxy-pyridin-3-yl)-phenyl]-3-oxo-propionic acid tert-butyl ester (Example K10) (293 mg, 0.89 mmol) according to the general procedure M. Obtained as a red foam (288 mg, 66%). Starting materials: NC1=C(C=CC(=C1)C)SC1=CC=C(C=C1)O (4-(2-Amino-4-methyl-phenylsulfanyl)-phenol), COC1=CC=C(OC2=C(C=C(C=C2)C)N)C=C1 (2-(4-Methoxy-phenoxy)-5-methyl-phenylamine), C(#N)C=1C(=NC(=CC1)C1CC1)N=CN(C)C (N′-(3-Cyano-6-cyclopropyl-pyridin-2-yl)-N,N-dimethyl-formamidine), C(#N)C=1C(=NC(=CC1)C1CC1)N=CN(C)C (N′-(3-Cyano-6-cyclopropyl-pyridin-2-yl)-N,N-dimethyl-formamidine), COC1=CC=C(OC2=C(C=C(C=C2)C)N)C=C1 (2-(4-Methoxy-phenoxy)-5-methyl-phenylamine), C(#N)C=1C(=NC(=CC1)C)N=CN(C)C (N′-(3-Cyano-6-methyl-pyridin-2-yl)-N,N-dimethyl-formamidine). Product: C1(CC1)C=1C=CC2=C(N=CN=C2NC2=C(C=CC(=C2)C)OC2=CC=C(C=C2)OC)N1 ((7-Cyclopropyl-pyrido[2,3-d]pyrimidin-4-yl)-[2-(4-methoxy-phenoxy)-5-methyl-phenyl]-amine). As a reaction SMILES: [CH3:1][O:2][C:3]1[CH:17]=[CH:16][C:6]([O:7][C:8]2[CH:13]=[CH:12][C:11]([CH3:14])=[CH:10][C:9]=2[NH2:15])=[CH:5][CH:4]=1.C([C:20]1[C:21]([N:29]=[CH:30][N:31]([CH3:33])C)=[N:22][C:23]([CH:26]2[CH2:28][CH2:27]2)=[CH:24][CH:25]=1)#N.NC1C=C(C)C=CC=1SC1C=CC(O)=CC=1.C(C1C(N=CN(C)C)=NC(C)=CC=1)#N>>[CH:26]1([C:23]2[CH:24]=[CH:25][C:20]3[C:33]([NH:15][C:9]4[CH:10]=[C:11]([CH3:14])[CH:12]=[CH:13][C:8]=4[O:7][C:6]4[CH:16]=[CH:17][C:3]([O:2][CH3:1])=[CH:4][CH:5]=4)=[N:31][CH:30]=[N:29][C:21]=3[N:22]=2)[CH2:27][CH2:28]1. Procedure: The product from Example 116B was reacted with the product from Example 119A using the procedure from Example 102 substituting the product from Example 116B for the product from Example 6c and substituting the product from Example 119A for the product from Example 10B to provide the crude residue which was purified by trituration with methanol to provide the title compound. 1H NMR (300 MHz, DMSO-D6) δ ppm: 1.02-1.20 (m, J=6.25 Hz, 4H), 2.21-2.37 (m, 1H), 2.31 (s, 3H), 3.66 (s, 3H), 6.75-6.92 (m,... Reactants: C1COCCN1, CS(C)=O, O=[N+]([O-])c1ccc(F)cc1, [K+], [K+], O=C([O-])[O-]. Product: O=[N+]([O-])c1ccc(N2CCOCC2)cc1. As a reaction SMILES: [CH2:11]1[CH2:12][O:13][CH2:14][CH2:15][NH:16]1.[CH3:23][S:24]([CH3:25])=[O:26].[F:1][c:2]1[cH:3][cH:4][c:5]([N+:8](=[O:9])[O-:10])[cH:6][cH:7]1.[K+:17].[K+:18].[O-:19][C:20]([O-:21])=[O:22]>>[c:2]1([N:16]2[CH2:11][CH2:12][O:13][CH2:14][CH2:15]2)[cH:3][cH:4][c:5]([N+:8](=[O:9])[O-:10])[cH:6][cH:7]1.